describe an organic reaction: reactants, conditions, products, and yield From a dataset of the Open Reaction Database (ORD), a public repository of structured organic reaction records. Starting materials: O=C([O-])[O-], CO, [K+], [K+], CC(=O)OC(C(=O)Nc1nc2c(Oc3cc(-c4ccc(C(F)(F)F)cc4)ncn3)cccc2s1)c1ccccc1. Reaction SMILES: [C:41](=[O:42])([O-:43])[O-:44].[CH3:47][OH:48].[K+:45].[K+:46].[c:1]1([CH:7]([C:8]([NH:9][c:10]2[s:11][c:12]3[c:13]([n:14]2)[c:15]([O:19][c:20]2[n:21][cH:22][n:23][c:24](-[c:26]4[cH:27][cH:28][c:29]([C:32]([F:33])([F:34])[F:35])[cH:30][cH:31]4)[cH:25]2)[cH:16][cH:17][cH:18]3)=[O:36])[O:37][C:38](=[O:39])[CH3:40])[cH:2][cH:3][cH:4][cH:5][cH:6]1>>[c:1]1([CH:7]([C:8]([NH:9][c:10]2[s:11][c:12]3[c:13]([n:14]2)[c:15]([O:19][c:20]2[n:21][cH:22][n:23][c:24](-[c:26]4[cH:27][cH:28][c:29]([C:32]([F:33])([F:34])[F:35])[cH:30][cH:31]4)[cH:25]2)[cH:16][cH:17][cH:18]3)=[O:36])[OH:37])[cH:2][cH:3][cH:4][cH:5][cH:6]1. Product: O=C(Nc1nc2c(Oc3cc(-c4ccc(C(F)(F)F)cc4)ncn3)cccc2s1)C(O)c1ccccc1. Starting materials: CS(=O)(=O)Cl, CC1(C)COC(CO)CO1, ClCCl, [Na+], O=C([O-])O. Product: CC1(C)COC(COS(C)(=O)=O)CO1. RXN SMILES: [CH3:11][S:12]([Cl:13])(=[O:14])=[O:15].[CH3:1][C:2]1([CH3:10])[O:3][CH2:4][CH:5]([CH2:8][OH:9])[O:6][CH2:7]1.[Cl:21][CH2:22][Cl:23].[Na+:20].[O-:16][C:17]([OH:18])=[O:19]>>[CH3:1][C:2]1([CH3:10])[O:3][CH2:4][CH:5]([CH2:8][O:9][S:12]([CH3:11])(=[O:14])=[O:15])[O:6][CH2:7]1. The reactants are C1(=CC=CC=C1)C=1OC2=C(N1)C=CC=C2C(=O)OC (Methyl 2-phenyl-benzoxazole-7-carboxylate), CC(C)C[AlH]CC(C)C (DIBAH). Run in C1(=CC=CC=C1)C (toluene), C1(=CC=CC=C1)C (toluene). Product: OCC1=CC=CC=2N=C(OC21)C2=CC=CC=C2 (7-Hydroxymethyl-2-phenyl-benzoxazole). RXN SMILES: [C:1]1([C:7]2[O:8][C:9]3[C:15]([C:16](OC)=[O:17])=[CH:14][CH:13]=[CH:12][C:10]=3[N:11]=2)[CH:6]=[CH:5][CH:4]=[CH:3][CH:2]=1.CC(C[AlH]CC(C)C)C>C1(C)C=CC=CC=1>[OH:17][CH2:16][C:15]1[C:9]2[O:8][C:7]([C:1]3[CH:6]=[CH:5][CH:4]=[CH:3][CH:2]=3)=[N:11][C:10]=2[CH:12]=[CH:13][CH:14]=1. Reported procedure: 10 mmol of the compound from Example XV were dissolved in 50 ml of toluene, then 40 ml of DIBAH*(20% strength in toluene) were added at 0° C. and the mixture Starting materials: BrCCOC1=NN=NN1C (5-(2-bromoethoxy)-1-methyl-1H-tetrazole), FC1=CC=C(C=C1)CN1C(=NC2=C1C=CC=C2)CC2CCN(CC2)CCN (4-[[1-[(4-fluorophenyl)methyl]-1H-benzimdazol-2-yl]methyl]-1-piperdineethanamine), C([O-])([O-])=O.[Na+].[Na+] (sodium carbonate), CN(C=O)C (N,N-dimethylformamide). Run in O (water). Reaction conditions: temperature 70 celsius, time 8 hour. The product is C(C(=O)O)(=O)O.FC1=CC=C(C=C1)CN1C(=NC2=C1C=CC=C2)CC2CCN(CC2)CCN2C(OCC2)=O (3-[2-[4-[[1-[(4-fluorophenyl)methyl]-1H-benzimidazol-2-yl]methyl]-1-piperidinyl]ethyl]2-oxazolidinone ethanedioate). The yield is 13.0%. RXN SMILES: Br[CH2:2][CH2:3][O:4][C:5]1[N:9]([CH3:10])N=NN=1.[F:11][C:12]1[CH:17]=[CH:16][C:15]([CH2:18][N:19]2[C:23]3[CH:24]=[CH:25][CH:26]=[CH:27][C:22]=3[N:21]=[C:20]2[CH2:28][CH:29]2[CH2:34][CH2:33][N:32]([CH2:35]CN)[CH2:31][CH2:30]2)=[CH:14][CH:13]=1.[C:38](=[O:41])([O-:40])[O-:39].[Na+].[Na+].CN(C)C=[O:47]>O>[C:5]([OH:4])(=[O:47])[C:38]([OH:40])=[O:41].[F:11][C:12]1[CH:17]=[CH:16][C:15]([CH2:18][N:19]2[C:23]3[CH:24]=[CH:25][CH:26]=[CH:27][C:22]=3[N:21]=[C:20]2[CH2:28][CH:29]2[CH2:34][CH2:33][N:32]([CH2:35][CH2:10][N:9]3[CH2:2][CH2:3][O:4][C:5]3=[O:39])[CH2:31][CH2:30]2)=[CH:14][CH:13]=1 |f:2.3.4,7.8|. Procedure: A mixture of 4 parts of 5-(2-bromoethoxy)-1-methyl-1H-tetrazole, 5.5 parts of 4-[[1-[(4-fluorophenyl)methyl]-1H-benzimdazol-2-yl]methyl]-1-piperdineethanamine, 2.3 parts of sodium carbonate and 45 parts of N,N-dimethylformamide was stirred overnight at 70° C. The reaction mixture was poured into water. The product was extracted with 4-methyl-2-pentanone. The extract was dried, filtered and evaporated. The residue was purified by column chromatography over silica gel using a mixture of trichlorom... Reactants: S(=O)(Cl)Cl (thionyl chloride), [K+].C(C)N1C(N(C=2N=C(NC2C1=O)C=1C=C(C=CC1)S(=O)(=O)[O-])CC)=O (3-(1,3-diethyl-2,3,6,7-tetrahydro-2,6-dioxo-1H-purin-8-yl)benzenesulfonic acid monopotassium salt), CN(C)CCN (unsym dimethylethylenediamine). Solvent: CN(C)C=O (DMF). Conditions: temperature 0 celsius. Yields the product C(C)N1C(N(C=2N=C(NC2C1=O)C=1C=C(C=CC1)S(=O)(=O)NCCN(C)C)CC)=O (3-(1,3-diethyl-2,3,6,7-tetrahydro-2,6-dioxo-1H-purin-8-yl)-N-[2-(dimethylamino)ethyl]benzenesulfonamide). Yield: 18.0%. RXN SMILES: [K+].[CH2:2]([N:4]1[C:12](=[O:13])[C:11]2[NH:10][C:9]([C:14]3[CH:15]=[C:16]([S:20]([O-:23])(=[O:22])=O)[CH:17]=[CH:18][CH:19]=3)=[N:8][C:7]=2[N:6]([CH2:24][CH3:25])[C:5]1=[O:26])[CH3:3].S(Cl)(Cl)=O.[CH3:31][N:32]([CH2:34][CH2:35][NH2:36])[CH3:33]>CN(C=O)C>[CH2:2]([N:4]1[C:12](=[O:13])[C:11]2[NH:10][C:9]([C:14]3[CH:15]=[C:16]([S:20]([NH:36][CH2:35][CH2:34][N:32]([CH3:33])[CH3:31])(=[O:23])=[O:22])[CH:17]=[CH:18][CH:19]=3)=[N:8][C:7]=2[N:6]([CH2:24][CH3:25])[C:5]1=[O:26])[CH3:3] |f:0.1|. Reported procedure: A mixture of 3-(1,3-diethyl-2,3,6,7-tetrahydro-2,6-dioxo-1H-purin-8-yl)benzenesulfonic acid monopotassium salt (4.6 g, 0.01 moles) and DMF (250 ml) is prepared and cooled to 0° C. To this solution is added thionyl chloride (7.14 g, 0.06 mole) and the mixture allowed to come to ambient temperature with vigorous stirring. To this slurry is added unsym dimethylethylenediamine (17.6 g, 0.2 moles). The resulting solution is concentrated on a rotary evaporator, the residue taken up in water, filtered,... The reactants are C1=CC=CC2=C1C1=C(NS2(=O)=O)C=CC=C1 (6H-dibenzo[c,e]-1,2-thiazine 5,5-dioxide), [H-].[Na+] (sodium hydride), ClCCCN1CCC(=CC1)C1=CC=CC=C1 (1-(3-chloropropyl)-4-phenyl-1,2,3,6-tetrahydropyridine), O (water), C(C)(=O)OCC (ethyl acetate). Run in CN(C=O)C (N,N-dimethylformamide), CN(C=O)C (N,N-dimethylformamide), CN(C=O)C (N,N-dimethylformamide). Reaction conditions: temperature 100 celsius, time 30 minute. Product: C(C(=O)O)(=O)O.C1(=CC=CC=C1)C=1CCN(CC1)CCCN1S(C2=C(C3=C1C=CC=C3)C=CC=C2)(=O)=O (6-[3-(4-Phenyl-1,2,3,6-tetrahydro-1-pyridyl)propyl]-6H-dibenzo[c,e]-1,2-thiazine 5,5-dioxide hydrogen oxalate). Reaction SMILES: [CH:1]1[C:6]2[C:7]3[CH:16]=[CH:15][CH:14]=[CH:13][C:8]=3[NH:9][S:10](=[O:12])(=[O:11])[C:5]=2[CH:4]=[CH:3][CH:2]=1.[H-].[Na+].Cl[CH2:20][CH2:21][CH2:22][N:23]1[CH2:28][CH:27]=[C:26]([C:29]2[CH:34]=[CH:33][CH:32]=[CH:31][CH:30]=2)[CH2:25][CH2:24]1.[OH2:35].[C:36]([O:39]CC)(=[O:38])[CH3:37]>CN(C)C=O>[C:36]([OH:39])(=[O:38])[C:37]([OH:11])=[O:35].[C:29]1([C:26]2[CH2:27][CH2:28][N:23]([CH2:22][CH2:21][CH2:20][N:9]3[C:8]4[CH:13]=[CH:14][CH:15]=[CH:16][C:7]=4[C:6]4[CH:1]=[CH:2][CH:3]=[CH:4][C:5]=4[S:10]3(=[O:12])=[O:11])[CH2:24][CH:25]=2)[CH:34]=[CH:33][CH:32]=[CH:31][CH:30]=1 |f:1.2,7.8|. Procedure details: A solution of 6H-dibenzo[c,e]-1,2-thiazine 5,5-dioxide (5.6 g) in dry N,N-dimethylformamide (10 cc) is added dropwise to a suspension of sodium hydride (0.72 g, 80% suspension in oil) in N,N-dimethylformamide (40 cc). After 30 minutes' stirring, a solution of 1-(3-chloropropyl)-4-phenyl-1,2,3,6-tetrahydropyridine (5.6 g) in N,N-dimethylformamide (20 cc) is added. The reaction mixture is heated to 100° C. for 30 minutes and to reflux for 30 minutes and is then cooled and poured into a mixture of ...